The task is: describe an organic reaction: reactants, conditions, products, and yield. This data is from the Open Reaction Database (ORD), a public repository of structured organic reaction records. The reactants are ( R ), FC=1C=C2[C@@]3(C(N(C2=CC1)CC=1C=C(C(=O)[O-])C=CC1)=O)C(C3)(C)C ((S)-3-((5′-fluoro-2,2-dimethyl-2′-oxospiro[cyclopropane-1,3′-indoline]-1′-yl)methyl)benzoate), Cl (hydrochloric acid). Run in C(C)(=O)OCC (ethyl acetate), O1CCCC1 (tetrahydrofuran), [OH-].[Na+] (sodium hydroxide), O (water). Conditions: temperature 25 celsius, time 16 hour. Yields the product FC=1C=C2C3(C(N(C2=CC1)CC=1C=C(C(=O)O)C=CC1)=O)C(C3)(C)C (3-((5′-fluoro-2,2-dimethyl-2′-oxospiro[cyclopropane-1,3′-indoline]-1′-yl)methyl)benzoic acid). The yield is 50.3%. As a reaction SMILES: [F:1][C:2]1[CH:3]=[C:4]2[C:8](=[CH:9][CH:10]=1)[N:7]([CH2:11][C:12]1[CH:13]=[C:14]([CH:18]=[CH:19][CH:20]=1)[C:15]([O-:17])=[O:16])[C:6](=[O:21])[C@@:5]12[CH2:23][C:22]1([CH3:25])[CH3:24].Cl>O1CCCC1.[OH-].[Na+].O.C(OCC)(=O)C>[F:1][C:2]1[CH:3]=[C:4]2[C:8](=[CH:9][CH:10]=1)[N:7]([CH2:11][C:12]1[CH:13]=[C:14]([CH:18]=[CH:19][CH:20]=1)[C:15]([OH:17])=[O:16])[C:6](=[O:21])[C:5]12[CH2:23][C:22]1([CH3:25])[CH3:24] |f:3.4|. Reported procedure: A mixture of (R) and (S)-3-((5′-fluoro-2,2-dimethyl-2′-oxospiro[cyclopropane-1,3′-indoline]-1′-yl)methyl)benzoate (850 mg, 2.4 mmol) in tetrahydrofuran (10 mL) and 30% sodium hydroxide in water (5 mL) was stirred at 25° C. for 16 hours. The mixture was neutralized with a 2 N aqueous hydrochloric acid solution, diluted with ethyl acetate (50 mL), washed with water, dried over anhydrous sodium sulfate and then concentrated in vacuo. Purification by waters automated flash system (column: Xterra 30 ... Starting materials: [Al+3], ClCCl, CN1CCCCC1Cn1ccc2ccccc21, [Cl-], [Cl-], [Cl-], [Na+], [OH-], O=C(Cl)c1cnc2ccccc2c1. The product is CN1CCCCC1Cn1cc(C(=O)c2cnc3ccccc3c2)c2ccccc21. As a reaction SMILES: [Al+3:2].[CH2:37]([Cl:38])[Cl:39].[CH3:18][N:19]1[CH:20]([CH2:25][n:26]2[cH:27][cH:28][c:29]3[cH:30][cH:31][cH:32][cH:33][c:34]23)[CH2:21][CH2:22][CH2:23][CH2:24]1.[Cl-:1].[Cl-:3].[Cl-:4].[Na+:36].[OH-:35].[n:5]1[cH:6][c:7]([C:15](=[O:16])[Cl:17])[cH:8][c:9]2[cH:10][cH:11][cH:12][cH:13][c:14]12>>[n:5]1[cH:6][c:7]([C:15](=[O:16])[c:28]2[cH:27][n:26]([CH2:25][CH:20]3[N:19]([CH3:18])[CH2:24][CH2:23][CH2:22][CH2:21]3)[c:34]3[c:29]2[cH:30][cH:31][cH:32][cH:33]3)[cH:8][c:9]2[cH:10][cH:11][cH:12][cH:13][c:14]12. Starting materials: O=C([O-])c1cccc(C(=O)OCc2ccccc2)c1, CCCC[N+](CCCC)(CCCC)CCCC, CCOC(C)=O, ClC(Cl)Cl, ClCBr, [K+], O. As a reaction SMILES: [C:1]([c:2]1[cH:3][c:4]([C:5](=[O:6])[O-:7])[cH:8][cH:9][cH:10]1)(=[O:11])[O:12][CH2:13][c:14]1[cH:15][cH:16][cH:17][cH:18][cH:19]1.[CH3:21][CH2:22][CH2:23][CH2:24][N+:25]([CH2:26][CH2:27][CH2:28][CH3:29])([CH2:30][CH2:31][CH2:32][CH3:33])[CH2:34][CH2:35][CH2:36][CH3:37].[CH3:46][CH2:47][O:48][C:49](=[O:50])[CH3:51].[CH:42]([Cl:43])([Cl:44])[Cl:45].[Cl:38][CH2:39][Br:40].[K+:20].[OH2:41]>>[C:1]([c:2]1[cH:3][c:4]([C:5](=[O:6])[O:7][CH2:39][Cl:38])[cH:8][cH:9][cH:10]1)(=[O:11])[O:12][CH2:13][c:14]1[cH:15][cH:16][cH:17][cH:18][cH:19]1. Yields the product O=C(OCCl)c1cccc(C(=O)OCc2ccccc2)c1.